Dataset: the Open Reaction Database (ORD), a public repository of structured organic reaction records. Task: describe an organic reaction: reactants, conditions, products, and yield Reactants: NC=1C=2N(C=CN1)C(=NC2C=2NC1=CC=CC=C1C2)[C@@H]2CC[C@H](CC2)C(=O)OC (methyl trans-4-(8-amino-1-(1H-indol-2-yl)imidazo[1,5-a]pyrazin-3-yl)cyclohexanecarboxylate), [OH-].[Na+] (NaOH), C(C)(=O)OCC (ethyl acetate). Reaction conditions: time 25 minute. The product is NC=1C=2N(C=CN1)C(=NC2C=2NC1=CC=CC=C1C2)[C@@H]2CC[C@H](CC2)C(=O)NC=2C=NC=CC2 (trans-4-(8-Amino-1-(1H-indol-2-yl)imidazo[1,5-a]pyrazin-3-yl)-N-pyridin-3-ylcyclohexanecarboxamide). RXN SMILES: [NH2:1][C:2]1[C:3]2[N:4]([C:8]([C@H:20]3[CH2:25][CH2:24][C@H:23]([C:26](OC)=[O:27])[CH2:22][CH2:21]3)=[N:9][C:10]=2[C:11]2[NH:12][C:13]3[C:18]([CH:19]=2)=[CH:17][CH:16]=[CH:15][CH:14]=3)[CH:5]=[CH:6][N:7]=1.[OH-].[Na+].C(O[CH2:36][CH3:37])(=O)C>>[NH2:1][C:2]1[C:3]2[N:4]([C:8]([C@H:20]3[CH2:21][CH2:22][C@H:23]([C:26]([NH:1][C:2]4[CH:3]=[N:4][CH:5]=[CH:36][CH:37]=4)=[O:27])[CH2:24][CH2:25]3)=[N:9][C:10]=2[C:11]2[NH:12][C:13]3[C:18]([CH:19]=2)=[CH:17][CH:16]=[CH:15][CH:14]=3)[CH:5]=[CH:6][N:7]=1 |f:1.2|. Procedure: After 25 min, the resulting solution was treated with methyl trans-4-(8-amino-1-(1H-indol-2-yl)imidazo[1,5-a]pyrazin-3-yl)cyclohexanecarboxylate (30 mg, 0.08 mol) and the mixture stirred at rt overnight. The mixture was then stirred with 2M NaOH (20 mL) and ethyl acetate (20 mL) for 10 min., then the organic phase was separated and the aqueous extracted EtOAc (3×15 mL). The combined organic extracts were washed with water (20 mL) and brine (20 mL), then dried over Na2SO4 and concentrated in vacu...